From a dataset of the Open Reaction Database (ORD), a public repository of structured organic reaction records. describe an organic reaction: reactants, conditions, products, and yield Reactants: Brc1ccc2cnncc2c1, CCCC[Sn](CCCC)(CCCC)c1cnc(NC(=O)OC(C)(C)C)s1, ClCCl, [Cs+], [Cu]I, [F-], CN(C)C=O, O, c1ccc(P(c2ccccc2)(c2ccccc2)[Pd](P(c2ccccc2)(c2ccccc2)c2ccccc2)(P(c2ccccc2)(c2ccccc2)c2ccccc2)P(c2ccccc2)(c2ccccc2)c2ccccc2)cc1. Reaction SMILES: [Br:1][c:2]1[cH:3][c:4]2[cH:5][n:6][n:7][cH:8][c:9]2[cH:10][cH:11]1.[CH2:12]([Sn:13]([CH2:14][CH2:15][CH2:16][CH3:30])([c:17]1[cH:18][n:19][c:20]([NH:22][C:23]([O:24][C:25]([CH3:26])([CH3:27])[CH3:28])=[O:29])[s:21]1)[CH2:31][CH2:32][CH2:33][CH3:34])[CH2:35][CH2:36][CH3:37].[Cl:45][CH2:46][Cl:47].[Cs+:44].[Cu:49][I:50].[F-:43].[O:38]=[CH:39][N:40]([CH3:41])[CH3:42].[OH2:48].[cH:51]1[cH:52][cH:53][c:54]([P:55]([Pd:56]([P:57]([c:58]2[cH:59][cH:60][cH:61][cH:62][cH:63]2)([c:64]2[cH:65][cH:66][cH:67][cH:68][cH:69]2)[c:70]2[cH:71][cH:72][cH:73][cH:74][cH:75]2)([P:76]([c:77]2[cH:78][cH:79][cH:80][cH:81][cH:82]2)([c:83]2[cH:84][cH:85][cH:86][cH:87][cH:88]2)[c:89]2[cH:90][cH:91][cH:92][cH:93][cH:94]2)[P:95]([c:96]2[cH:97][cH:98][cH:99][cH:100][cH:101]2)([c:102]2[cH:103][cH:104][cH:105][cH:106][cH:107]2)[c:108]2[cH:109][cH:110][cH:111][cH:112][cH:113]2)([c:114]2[cH:115][cH:116][cH:117][cH:118][cH:119]2)[c:120]2[cH:121][cH:122][cH:123][cH:124][cH:125]2)[cH:126][cH:127]1>>[c:2]1(-[c:17]2[cH:18][n:19][c:20]([NH:22][C:23]([O:24][C:25]([CH3:26])([CH3:27])[CH3:28])=[O:29])[s:21]2)[cH:3][c:4]2[cH:5][n:6][n:7][cH:8][c:9]2[cH:10][cH:11]1. The product is CC(C)(C)OC(=O)Nc1ncc(-c2ccc3cnncc3c2)s1. Starting materials: BrC(Br)(Br)Br, O=C(OCc1ccccc1)N1CC(O)C(CO)C1, CCOC(C)=O, CO, CN(C)C=O, ClCCl, [N-]=[N+]=[N-], [Na+], c1ccc(P(c2ccccc2)c2ccccc2)cc1. The product is [N-]=[N+]=NCC1CN(C(=O)OCc2ccccc2)CC1O. As a reaction SMILES: [C:42]([Br:43])([Br:44])([Br:45])[Br:46].[CH2:1]([c:2]1[cH:3][cH:4][cH:5][cH:6][cH:7]1)[O:8][C:9](=[O:10])[N:11]1[CH2:12][CH:13]([CH2:17][OH:18])[CH:14]([OH:16])[CH2:15]1.[CH3:47][CH2:48][O:49][C:50](=[O:51])[CH3:52].[CH3:53][OH:54].[CH3:58][N:59]([CH3:60])[CH:61]=[O:62].[Cl:55][CH2:56][Cl:57].[N-:20]=[N+:21]=[N-:22].[Na+:19].[c:23]1([P:24]([c:25]2[cH:26][cH:27][cH:28][cH:29][cH:30]2)[c:31]2[cH:32][cH:33][cH:34][cH:35][cH:36]2)[cH:37][cH:38][cH:39][cH:40][cH:41]1>>[CH2:1]([c:2]1[cH:3][cH:4][cH:5][cH:6][cH:7]1)[O:8][C:9](=[O:10])[N:11]1[CH2:12][CH:13]([CH2:17][N:20]=[N+:21]=[N-:22])[CH:14]([OH:16])[CH2:15]1. The reactants are CC1CO1, CN(C)C=O, Cl, C1CN2CCN1CC2, COc1ccccc1COCCCOc1ccc(C2CCN(C(=O)OC(C)(C)C)CC2OCCOc2ccccc2CO)cc1. Product: COc1ccccc1COCCCOc1ccc(C2CCN(C(=O)OC(C)(C)C)CC2OCCOc2ccccc2COCC(C)O)cc1. Reaction SMILES: [CH2:54]1[CH:55]([CH3:56])[O:57]1.[CH3:58][N:59]([CH3:60])[CH:61]=[O:62].[ClH:63].[N:46]12[CH2:47][CH2:48][N:49]([CH2:50][CH2:51]1)[CH2:52][CH2:53]2.[OH:1][CH2:2][c:3]1[c:4]([O:5][CH2:6][CH2:7][O:8][CH:9]2[CH2:10][N:11]([C:35](=[O:36])[O:37][C:38]([CH3:39])([CH3:40])[CH3:41])[CH2:12][CH2:13][CH:14]2[c:15]2[cH:16][cH:17][c:18]([O:21][CH2:22][CH2:23][CH2:24][O:25][CH2:26][c:27]3[c:28]([O:33][CH3:34])[cH:29][cH:30][cH:31][cH:32]3)[cH:19][cH:20]2)[cH:42][cH:43][cH:44][cH:45]1>>[O:1]([CH2:2][c:3]1[c:4]([O:5][CH2:6][CH2:7][O:8][CH:9]2[CH2:10][N:11]([C:35](=[O:36])[O:37][C:38]([CH3:39])([CH3:40])[CH3:41])[CH2:12][CH2:13][CH:14]2[c:15]2[cH:16][cH:17][c:18]([O:21][CH2:22][CH2:23][CH2:24][O:25][CH2:26][c:27]3[c:28]([O:33][CH3:34])[cH:29][cH:30][cH:31][cH:32]3)[cH:19][cH:20]2)[cH:42][cH:43][cH:44][cH:45]1)[CH2:54][CH:55]([CH3:56])[OH:57]. Reactants: O=C(Cl)C(=O)Cl, ClCCCl, NC(=O)c1c(Cl)cccc1Cl. The product is O=C=NC(=O)c1c(Cl)cccc1Cl. Reaction SMILES: [Cl:12][C:13](=[O:14])[C:15]([Cl:16])=[O:17].[Cl:18][CH2:19][CH2:20][Cl:21].[NH2:1][C:2](=[O:3])[c:4]1[c:5]([Cl:6])[cH:7][cH:8][cH:9][c:10]1[Cl:11]>>[N:1]([C:2](=[O:3])[c:4]1[c:5]([Cl:6])[cH:7][cH:8][cH:9][c:10]1[Cl:11])=[C:13]=[O:14]. The solvent is CC(=O)C (acetone), O (H2O). Procedure details: A mixture of 4-(trifluoromethoxy)benzyl bromide (2.5 g, 10 mmol), 4-hydroxybenzyl cyanide (1.1 g, 8 mmol) and potassium carbonate (1.4 g, 10 mmol) in acetone (25 mL) was heated to reflux for 7 hours. The mixture was then diluted with H2O (100 mL) and extracted with EtOAc (2×150 mL). Organics portions were combined and washed with brine and then dried with Na2SO4. The mixture was then filtered and the solvent was removed in vacuo affording 2.5 g of crude product. Purification by flash chromatogra... Reactants: FC(OC1=CC=C(CBr)C=C1)(F)F (4-(trifluoromethoxy)benzyl bromide), OC1=CC=C(CC#N)C=C1 (4-hydroxybenzyl cyanide), C([O-])([O-])=O.[K+].[K+] (potassium carbonate). Yields the product FC(OC1=CC=C(COC2=CC=C(C=C2)CC#N)C=C1)(F)F ([4-(4-Trifluoromethoxybenzyloxy)phenyl]acetonitrile). Reaction SMILES: [F:1][C:2]([F:13])([F:12])[O:3][C:4]1[CH:11]=[CH:10][C:7]([CH2:8]Br)=[CH:6][CH:5]=1.[OH:14][C:15]1[CH:23]=[CH:22][C:18]([CH2:19][C:20]#[N:21])=[CH:17][CH:16]=1.C(=O)([O-])[O-].[K+].[K+]>CC(C)=O.O>[F:1][C:2]([F:13])([F:12])[O:3][C:4]1[CH:11]=[CH:10][C:7]([CH2:8][O:14][C:15]2[CH:23]=[CH:22][C:18]([CH2:19][C:20]#[N:21])=[CH:17][CH:16]=2)=[CH:6][CH:5]=1 |f:2.3.4|. Yield: 89.5%.